From a dataset of the Open Reaction Database (ORD), a public repository of structured organic reaction records. describe an organic reaction: reactants, conditions, products, and yield The reactants are O1CCNCC2=C1C=CC(=C2)N (2,3,4,5-tetrahydro-1,4-benzoxazepin-7-ylamine), I.S1C(=CC=C1)C(=N)SC (2-thiophenecarboximidothioic acid, methyl ester, hydroiodide), O (water), O (water). Solvent: CN(C)C=O (DMF). Reaction conditions: temperature 50 celsius, time 1 hour. Product: O1CCNCC2=C1C=CC(=C2)NC(=N)C=2SC=CC2 (N-(2,3,4,5-Tetrahydro-1,4-benzoxazepin-7-yl)-2-thiophenecarboximidamide). RXN SMILES: [O:1]1[C:7]2[CH:8]=[CH:9][C:10]([NH2:12])=[CH:11][C:6]=2[CH2:5][NH:4][CH2:3][CH2:2]1.I.[S:14]1[CH:18]=[CH:17][CH:16]=[C:15]1[C:19](SC)=[NH:20].O>CN(C=O)C>[O:1]1[C:7]2[CH:8]=[CH:9][C:10]([NH:12][C:19]([C:15]3[S:14][CH:18]=[CH:17][CH:16]=3)=[NH:20])=[CH:11][C:6]=2[CH2:5][NH:4][CH2:3][CH2:2]1 |f:1.2|. Reported procedure: To 2,3,4,5-tetrahydro-1,4-benzoxazepin-7-ylamine (3.67 g, 18 mmol) in DMF (60 ml) was added 2-thiophenecarboximidothioic acid, methyl ester, hydroiodide (5.52 g, 19 mmol). The mixture was heated to 50° C. for 24 h. The mixture was poured into water (50 ml), then basic water (150 ml) and was allowed to stir for 1 h. The solids were collected by filtration. The solid was dissolved in hot ethyl acetate, filtered, and diluted with hexane. The solids were collected by filtration (3.13 g, 64%), MS m/Z... Reactants: Cl[SiH](Cl)Cl (trichlorosilane), mixture, C(C=C)Cl (allyl chloride), pentenes, CCC(=C)C (2-methylbutene-1), CC=C(C)C (2-methylbutene-2), pentenes, Cl[SiH](Cl)Cl (trichlorosilane). The solvent is catalytic solution. The product is C(CCCC)[Si](Cl)(Cl)Cl (pentyltrichlorosilane). RXN SMILES: [CH3:1][CH2:2][C:3]([CH3:5])=C.CC=C(C)C.[Cl:11][SiH:12]([Cl:14])[Cl:13].[CH2:15](Cl)C=C>>[CH2:15]([Si:12]([Cl:14])([Cl:13])[Cl:11])[CH2:5][CH2:3][CH2:2][CH3:1]. Procedure: The process described in Example 2 is repeated, except that 1.5 liters of a mixture prepared from isomeric pentenes (10 percent by weight of 2-methylbutene-1, 82 percent by weight of 2-methylbutene-2 and 8 percent by weight of pentenes having an undetermined structure) and 10 ml of the catalytic solution are substituted for the trichlorosilane, allyl chloride and catalytic solution. About 98.6 percent of the trichlorosilane employed is reacted and 14.5 mol percent per hour of pentyltrichlorosila... The reactants are NC1(CCCCC1)C#CC1=CC=C(C=C1)[C@H](C)N1C(O[C@](CC1)(C1=CC=CC=C1)CC(C)(C)O)=O ((S)-3-((S)-1-(4-((1-aminocyclohexyl)ethynyl)phenyl)ethyl)-6-(2-hydroxy-2-methylpropyl)-6-phenyl-1,3-oxazinan-2-one), CCN(C(C)C)C(C)C (i-Pr2NEt), C(C)(=O)OC(C)=O (Acetic anhydride). The solvent is C(Cl)Cl (CH2Cl2). Yields the product OC(C[C@@]1(CCN(C(O1)=O)[C@@H](C)C1=CC=C(C=C1)C#CC1(CCCCC1)NC(C)=O)C1=CC=CC=C1)(C)C (N-(1-((4-((S)-1-((S)-6-(2-hydroxy-2-methylpropyl)-2-oxo-6-phenyl-1,3-oxazinan-3-yl)ethyl)phenyl)ethynyl)cyclohexyl)acetamide). Isolated yield 47.2%. RXN SMILES: [NH2:1][C:2]1([C:8]#[C:9][C:10]2[CH:15]=[CH:14][C:13]([C@@H:16]([N:18]3[CH2:23][CH2:22][C@:21]([CH2:30][C:31]([OH:34])([CH3:33])[CH3:32])([C:24]4[CH:29]=[CH:28][CH:27]=[CH:26][CH:25]=4)[O:20][C:19]3=[O:35])[CH3:17])=[CH:12][CH:11]=2)[CH2:7][CH2:6][CH2:5][CH2:4][CH2:3]1.CCN(C(C)C)C(C)C.[C:45](OC(=O)C)(=[O:47])[CH3:46]>C(Cl)Cl>[OH:34][C:31]([CH3:32])([CH3:33])[CH2:30][C@@:21]1([C:24]2[CH:25]=[CH:26][CH:27]=[CH:28][CH:29]=2)[O:20][C:19](=[O:35])[N:18]([C@H:16]([C:13]2[CH:14]=[CH:15][C:10]([C:9]#[C:8][C:2]3([NH:1][C:45](=[O:47])[CH3:46])[CH2:3][CH2:4][CH2:5][CH2:6][CH2:7]3)=[CH:11][CH:12]=2)[CH3:17])[CH2:23][CH2:22]1. Procedure: A vial equipped with a flea stir bar was charged with (S)-3-((S)-1-(4-((1-aminocyclohexyl)ethynyl)phenyl)ethyl)-6-(2-hydroxy-2-methylpropyl)-6-phenyl-1,3-oxazinan-2-one (12 mg, 0.025 mmol), i-Pr2NEt (0.015 mL, 0.08 mmol) and CH2Cl2 (2 mL). Acetic anhydride (0.005 mL, 0.043 mmol) was added. The mixture was stirred overnight at rt and evaporated to dryness. The residue was purified by prep HPLC to afford the title compound (6.1 mg, 47%). LC-MS Method 1 tR=1.65 min, m/z=517, 459; 1H NMR (CDCl3) 1.1... The reactants are C1CCOC1, CO, COC(=O)Cc1ccc2nc(Nc3ccccc3Cl)oc2c1F, [Na+], [OH-]. The product is O=C(O)Cc1ccc2nc(Nc3ccccc3Cl)oc2c1F. Reaction SMILES: [CH2:26]1[O:27][CH2:28][CH2:29][CH2:30]1.[CH3:31][OH:32].[Cl:1][c:2]1[c:3]([NH:8][c:9]2[o:10][c:11]3[c:12]([n:13]2)[cH:14][cH:15][c:16]([CH2:19][C:20](=[O:21])[O:22][CH3:23])[c:17]3[F:18])[cH:4][cH:5][cH:6][cH:7]1.[Na+:25].[OH-:24]>>[Cl:1][c:2]1[c:3]([NH:8][c:9]2[o:10][c:11]3[c:12]([n:13]2)[cH:14][cH:15][c:16]([CH2:19][C:20](=[O:21])[OH:22])[c:17]3[F:18])[cH:4][cH:5][cH:6][cH:7]1. Solvent: C(C)O (ethanol). The product is CN(CCNC1=NC=C2C(=N1)N=C(NC2=O)C2=C(C=CC=C2)OCCC)C (7-(2 Dimethylaminoethylamino)-4-oxo-2-(2-propoxyphenyl)-3,4-dihydropyrimido[4,5-d]pyrimidine). Reported procedure: In a similar manner to Example 13, reaction of 7-methylthio-4-oxo-2-(2-propoxyphenyl)-3,4-dihydropyrimido[4,5-d]pyrimidine (0.49 g) and N,N-dimethylethylenediamine (1.24 g) in ethanol (20 ml) yielded the title compound, 0.46 g, m.p. 181°-2° C. (recrystallised for methanol). The reactants are CSC1=NC=C2C(=N1)N=C(NC2=O)C2=C(C=CC=C2)OCCC (7-methylthio-4-oxo-2-(2-propoxyphenyl)-3,4-dihydropyrimido[4,5-d]pyrimidine), CN(CCN)C (N,N-dimethylethylenediamine). Reaction SMILES: CS[C:3]1[N:8]=[C:7]2[N:9]=[C:10]([C:14]3[CH:19]=[CH:18][CH:17]=[CH:16][C:15]=3[O:20][CH2:21][CH2:22][CH3:23])[NH:11][C:12](=[O:13])[C:6]2=[CH:5][N:4]=1.[CH3:24][N:25]([CH3:29])[CH2:26][CH2:27][NH2:28]>C(O)C>[CH3:24][N:25]([CH3:29])[CH2:26][CH2:27][NH:28][C:3]1[N:8]=[C:7]2[N:9]=[C:10]([C:14]3[CH:19]=[CH:18][CH:17]=[CH:16][C:15]=3[O:20][CH2:21][CH2:22][CH3:23])[NH:11][C:12](=[O:13])[C:6]2=[CH:5][N:4]=1.